This data is from the Open Reaction Database (ORD), a public repository of structured organic reaction records. The task is: describe an organic reaction: reactants, conditions, products, and yield Reactants: CC(=O)[O-], CCOC(=O)C1(C(=O)OCC)CN(Cc2ccccc2)C1, CC[N+](CC)(CC)CC, CN1CCCN(C)C1=O, O, O, O, O, O. Yields the product CCOC(=O)C1CN(Cc2ccccc2)C1. As a reaction SMILES: [C:35]([O-:36])(=[O:37])[CH3:38].[CH2:10]([c:11]1[cH:12][cH:13][cH:14][cH:15][cH:16]1)[N:17]1[CH2:18][C:19]([C:21](=[O:22])[O:23][CH2:24][CH3:25])([C:26]([O:27][CH2:28][CH3:29])=[O:30])[CH2:20]1.[CH2:39]([N+:40]([CH2:41][CH3:42])([CH2:43][CH3:44])[CH2:45][CH3:46])[CH3:47].[CH3:1][N:2]1[CH2:3][CH2:4][CH2:5][N:6]([CH3:7])[C:8]1=[O:9].[OH2:31].[OH2:32].[OH2:33].[OH2:34].[OH2:48]>>[CH2:10]([c:11]1[cH:12][cH:13][cH:14][cH:15][cH:16]1)[N:17]1[CH2:18][CH:19]([C:21](=[O:22])[O:23][CH2:24][CH3:25])[CH2:20]1. Starting materials: [OH-].[Na+] (NaOH), BrC1=CC(=C(C#N)C=C1)OC1=CC=CC=C1 (4-Bromo-2-phenoxy-benzonitrile), CCO (EtOH), Cl (HCl). Product: BrC1=CC(=C(C(=O)O)C=C1)OC1=CC=CC=C1 (4-Bromo-2-phenoxy-benzoic acid). As a reaction SMILES: [Br:1][C:2]1[CH:9]=[CH:8]C(C#N)=[C:4]([O:10][C:11]2[CH:16]=[CH:15][CH:14]=[CH:13][CH:12]=2)[CH:3]=1.[OH-:17].[Na+].Cl.[CH3:20][CH2:21][OH:22]>>[Br:1][C:2]1[CH:9]=[CH:8][C:20]([C:21]([OH:17])=[O:22])=[C:4]([O:10][C:11]2[CH:16]=[CH:15][CH:14]=[CH:13][CH:12]=2)[CH:3]=1 |f:1.2|. Reported procedure: 4-Bromo-2-phenoxy-benzonitrile (35.3 g, 129 mmol) was added to 130 mL EtOH, followed by the addition of 340 mL of 20% NaOH (aq). The reaction was heated to reflux for 20 h. The mixture was cooled to room temperature and poured into 6 N HCl to form a precipitate. The solid was collected by vacuum filtration and dissolved in 3:1 THF-ethyl ether and washed with brine. The organic phase was dried over magnesium sulfate, and concentrated. The solids were dried in a vacuum oven at 60° C. overnight to ... Reactants: N#Cc1ccc(NC(=O)C(F)(F)F)c(Br)c1, O=C(OCc1ccccc1)N1CCCC1C=CCO. Product: N#Cc1ccc(N(CC=CC2CCCN2C(=O)OCc2ccccc2)C(=O)C(F)(F)F)c(Br)c1. As a reaction SMILES: [Br:20][c:21]1[c:22]([NH:23][C:24]([C:25]([F:26])([F:27])[F:28])=[O:29])[cH:30][cH:31][c:32]([C:34]#[N:35])[cH:33]1.[CH2:1]([c:2]1[cH:3][cH:4][cH:5][cH:6][cH:7]1)[O:8][C:9](=[O:10])[N:11]1[CH:12]([CH:16]=[CH:17][CH2:18][OH:19])[CH2:13][CH2:14][CH2:15]1>>[CH2:1]([c:2]1[cH:3][cH:4][cH:5][cH:6][cH:7]1)[O:8][C:9](=[O:10])[N:11]1[CH:12]([CH:16]=[CH:17][CH2:18][N:23]([c:22]2[c:21]([Br:20])[cH:33][c:32]([C:34]#[N:35])[cH:31][cH:30]2)[C:24]([C:25]([F:26])([F:27])[F:28])=[O:29])[CH2:13][CH2:14][CH2:15]1. Yields the product COC1=C(C(=C(C2=CC=CC=C12)OC)F)C=O (1,4-Dimethoxy-3-fluoro-2-naphthaldehyde). Reported procedure: Aldehyde 27 (0.517 g, 2.39 mmol) was added to a flame-dried 50 mL round bottom flask under Argon, followed by Selectfluor (1.25 g, 3.37 mmol) and MeCN (20.0 mL). The reaction was then heated to reflux for 8 hours before being cooled and extracted with EtOAc. The organic layer was washed 3 times with brine, dried over MgSO4, filtered, and condensed to provide the crude aldehyde as a yellow solid. Following flash chromatography (3:1 CH2Cl2:hexanes) aldehyde 51 (0.254 g, 1.08 mmol, 45%) was obtaine... As a reaction SMILES: [CH3:1][O:2][C:3]1[C:12]2[C:7](=[CH:8][CH:9]=[CH:10][CH:11]=2)[C:6]([O:13][CH3:14])=[CH:5][C:4]=1[CH:15]=[O:16].[B-](F)(F)(F)[F:18].[B-](F)(F)(F)F.C1[N+]2(CCl)CC[N+](F)(CC2)C1>CC#N>[CH3:1][O:2][C:3]1[C:12]2[C:7](=[CH:8][CH:9]=[CH:10][CH:11]=2)[C:6]([O:13][CH3:14])=[C:5]([F:18])[C:4]=1[CH:15]=[O:16] |f:1.2.3|. Solvent: CC#N (MeCN). Starting materials: COC1=C(C=C(C2=CC=CC=C12)OC)C=O (1,4-dimethoxy-2-naphthaldehyde), [B-](F)(F)(F)F.[B-](F)(F)(F)F.C1C[N+]2(CC[N+]1(CC2)CCl)F (Selectfluor).